Dataset: the Open Reaction Database (ORD), a public repository of structured organic reaction records. Task: describe an organic reaction: reactants, conditions, products, and yield Starting materials: CN1C2=C(C=3C=CC=CC13)OC(=CC2=O)C(=O)OCC (ethyl 4,5-dihydro-5-methyl-4-oxopyrano [3,2-b]indole-2-carboxylate). Solvent: [OH-].[Na+] (sodium hydroxide). Run at time 30 minute. The product is CN1C2=C(C=3C=CC=CC13)OC(=CC2=O)C(=O)O (4,5-dihydro-5-methyl-4-oxopyrano[3,2-b]indole-2-carboxylic acid). Reaction SMILES: [CH3:1][N:2]1[C:10]2[CH:9]=[CH:8][CH:7]=[CH:6][C:5]=2[C:4]2[O:11][C:12]([C:16]([O:18]CC)=[O:17])=[CH:13][C:14](=[O:15])[C:3]1=2>[OH-].[Na+]>[CH3:1][N:2]1[C:10]2[CH:9]=[CH:8][CH:7]=[CH:6][C:5]=2[C:4]2[O:11][C:12]([C:16]([OH:18])=[O:17])=[CH:13][C:14](=[O:15])[C:3]1=2 |f:1.2|. Procedure details: A mixture of 5.40g (0.020 mole) of ethyl 4,5-dihydro-5-methyl-4-oxopyrano [3,2-b]indole-2-carboxylate in 80ml of 1% aqueous sodium hydroxide was stirred at room temperature for 30 min. The nearly one-phase mixture was extracted twice with 50ml CH2Cl2 and the aqueous layer was cooled in ice and acidified with 4N HCl. The gelatinous yellow crude product was filtered, digested for a few minutes on a steam bath with 100ml hot water and then re-filtered. Recrystallization from ab. EtOH gave yellow ne... Starting materials: C1(CC1)COC1=C(C=C(C=C1)S(=O)(=O)C)B1OC(C(O1)(C)C)(C)C (2-[2-(cyclopropylmethoxy)-5-methylsulfonylphenyl]-4,4,5,5-tetramethyl-1,3,2-dioxaborolane), CN(C)C=O (DMF), C(=O)([O-])[O-].[K+].[K+] (K2CO3), N#N (N2). The reagents and catalysts are C1=CC=C(C=C1)P([C-]2C=CC=C2)C3=CC=CC=C3.C1=CC=C(C=C1)P([C-]2C=CC=C2)C3=CC=CC=C3.Cl[Pd]Cl.[Fe+2] (Pd(dppf)2Cl2). Run at time 2 hour. The product is C1(CCC1)N1C(C(=CC(=C1)C1=C(C=CC(=C1)S(=O)(=O)C)OCC1CC1)C)=O (1-cyclobutyl-5-[2-(cyclopropylmethoxy)-5-methylsulfonylphenyl]-3-methylpyridin-2-one). The yield is 58.0%. As a reaction SMILES: [CH:1]1([CH2:4][O:5][C:6]2[CH:11]=[CH:10][C:9]([S:12]([CH3:15])(=[O:14])=[O:13])=[CH:8][C:7]=2B2OC(C)(C)C(C)(C)O2)[CH2:3][CH2:2]1.C([O-])([O-])=O.[K+].[K+].N#N.[CH3:33][N:34]([CH:36]=[O:37])[CH3:35]>C1C=CC(P(C2C=CC=CC=2)[C-]2C=CC=C2)=CC=1.C1C=CC(P(C2C=CC=CC=2)[C-]2C=CC=C2)=CC=1.Cl[Pd]Cl.[Fe+2]>[CH:33]1([N:34]2[CH:35]=[C:3]([C:7]3[CH:8]=[C:9]([S:12]([CH3:15])(=[O:13])=[O:14])[CH:10]=[CH:11][C:6]=3[O:5][CH2:4][CH:1]3[CH2:2][CH2:3]3)[CH:2]=[C:1]([CH3:4])[C:36]2=[O:37])[CH2:11][CH2:6][CH2:7]1 |f:1.2.3,6.7.8.9|. Procedure details: The title compound of step 4 (27 mg, 0.11 mmol), the title compound of Example 90, step 1 (46 mg, 0.13 mmol), K2CO3 (46 mg, 0.33 mmol) and Pd(dppf)2Cl2 (8 mg, 0.011 mmol) in DMF (2 mL) was N2 purged and microwaved at 100° C. After 2 h, the mixture was concentrated under vacuum and DCM was added which was washed with water, brine and dried over Na2SO4. Purification by preparative TLC gave the title compound (25 mg, 58%) as a white solid. Starting materials: CC=1C=C(C=C(C1)C)C#CC1=C(C=CC(=C1)[N+](=O)[O-])N (2-(3,5-dimethylphenylethynyl)-4-nitrophenylamine). The reagents and catalysts are [Pd](Cl)Cl (palladium (II) chloride). Yields the product CC=1C=C(C=C(C1)C)C=1NC2=CC=C(C=C2C1)[N+](=O)[O-] (2-(3,5-dimethylphenyl)-5-nitro-1H-indole). The yield is 92.0%. Reaction SMILES: [CH3:1][C:2]1[CH:3]=[C:4]([C:9]#[C:10][C:11]2[CH:16]=[C:15]([N+:17]([O-:19])=[O:18])[CH:14]=[CH:13][C:12]=2[NH2:20])[CH:5]=[C:6]([CH3:8])[CH:7]=1>[Pd](Cl)Cl>[CH3:1][C:2]1[CH:3]=[C:4]([C:9]2[NH:20][C:12]3[C:11]([CH:10]=2)=[CH:16][C:15]([N+:17]([O-:19])=[O:18])=[CH:14][CH:13]=3)[CH:5]=[C:6]([CH3:8])[CH:7]=1. Procedure details: To a stirred solution of 2-(3,5-dimethylphenylethynyl)-4-nitrophenylamine (50 mg in 3 mL of dry, nitrogen saturated acetonitrile) was added 5 mg of palladium (II) chloride and the mixture heated to reflux on an oil bath. After 3 hours the mixture was cooled to room temperature, concentrated in vacuo and purified by flash chromatography on silica gel (hexane:methylene chloride:ethyl acetate 15:8:1) to provide the title compound (46 mg). The reactants are BrC1=C(N)C=CC=C1 (2-bromo-aniline), C(C)C(C=O)=C (2-ethyl acrolein), C(C)C(C=O)=C (2-ethyl acrolein), C(C)C(C=O)=C (2-ethyl acrolein), C(C)C(C=O)=C (2-ethyl acrolein), [N+](=O)([O-])C=1C=C(C=CC1)S(=O)(=O)[O-].[Na+] (sodium 3-nitrobenzene sulfonate), S(O)(O)(=O)=O (sulfuric acid), C(C)C(C=O)=C (2-ethyl acrolein). The solvent is O (water). Reaction conditions: temperature 100 celsius, time 1 hour. Yields the product C(C)C=1C=NC2=C(C=CC=C2C1)C1CNCCC1 (Racemic 3-Ethyl-8-Piperidin-3-yl-Quinoline). Isolated yield 81.5%. RXN SMILES: Br[C:2]1[CH:8]=[CH:7][CH:6]=[CH:5][C:3]=1[NH2:4].[N+:9]([C:12]1[CH:13]=[C:14](S([O-])(=O)=O)[CH:15]=[CH:16]C=1)([O-])=O.[Na+].S(=O)(=O)(O)O.[CH2:28]([C:30](=[CH2:33])[CH:31]=O)[CH3:29]>O>[CH2:28]([C:30]1[CH:31]=[N:4][C:3]2[C:5]([CH:33]=1)=[CH:6][CH:7]=[CH:8][C:2]=2[CH:15]1[CH2:14][CH2:13][CH2:12][NH:9][CH2:16]1)[CH3:29] |f:1.2|. Procedure details: To a well-stirred mixture consisting of 2-bromo-aniline (5.4 g, 31.4 mmol), sodium 3-nitrobenzene sulfonate (4.25 g, 18.9 mmol), concentrated sulfuric acid (8.5 g, 177 mmol), and water (3.20 ml) heated to 100° C., 2-ethyl acrolein (5.0 ml, 51.06 mmol) was added. After maintaining the reaction temperature at 100° C. for 1 hour, the temperature was increased to 110° C. An additional portion of 2-ethyl acrolein (1.0 ml, 10.2 mmol) was added, and the reaction was stirred at 110° C. for 1 hour. The r... Reactants: CCOC(=O)CNC(=O)COCC1CCCN1C(=O)OCc1ccccc1, CCO, N. Yields the product NC(=O)CNC(=O)COCC1CCCN1C(=O)OCc1ccccc1. RXN SMILES: [CH2:1]([O:3][C:4](=[O:2])[CH2:6][NH:7][C:8](=[O:9])[CH2:10][O:11][CH2:12][CH:13]1[N:14]([C:18](=[O:19])[O:20][CH2:21][c:22]2[cH:23][cH:24][cH:25][cH:26][cH:27]2)[CH2:15][CH2:16][CH2:17]1)[CH3:5].[CH3:29][CH2:30][OH:31].[NH3:28]>>[O:3]=[C:4]([CH2:6][NH:7][C:8](=[O:9])[CH2:10][O:11][CH2:12][CH:13]1[N:14]([C:18](=[O:19])[O:20][CH2:21][c:22]2[cH:23][cH:24][cH:25][cH:26][cH:27]2)[CH2:15][CH2:16][CH2:17]1)[NH2:28].